This data is from the Open Reaction Database (ORD), a public repository of structured organic reaction records. The task is: describe an organic reaction: reactants, conditions, products, and yield The reactants are CS(=O)C (dimethylsulfoxide), ClC=1C=C(C=CC1Cl)C(F)(F)F (3,4-dichlorobenzotrifluoride), C([O-])([O-])=O.[K+].[K+] (potassium carbonate), O (water). Reaction conditions: time 4 hour. Product: off-white solid, ClC1=C(OC=2C=C(C(=O)O)C=CC2)C=CC(=C1)C(F)(F)F (3-(2-chloro-4-trifluoromethylphenoxy)benzoic acid). Isolated yield 85.0%. As a reaction SMILES: CS(C)=O.[Cl:5][C:6]1[CH:7]=[C:8]([C:13]([F:16])([F:15])[F:14])[CH:9]=[CH:10][C:11]=1Cl.[C:17](=[O:20])([O-])[O-:18].[K+].[K+].[OH2:23]>>[Cl:5][C:6]1[CH:7]=[C:8]([C:13]([F:16])([F:15])[F:14])[CH:9]=[CH:10][C:11]=1[O:23][C:6]1[CH:11]=[C:10]([CH:9]=[CH:8][CH:7]=1)[C:17]([OH:18])=[O:20] |f:2.3.4|. Reported procedure: To a 300 ml. 3-necked flask fitted with a magnetic stirring bar, condenser, drying tube and thermometer is charged the solid from above dimethylsulfoxide (100 ml), 3,4-dichlorobenzotrifluoride (21.5 g. 0.10 mole) and anhydrous potassium carbonate (5.0 g) to asure an alkaline pH. The reaction temperature is taken rapidly to 138°-44° C. while vigorous stirring is maintained. After 4 hours a significant conversion is realized and heating is continued overnight (total 22 hrs.). The reaction mixture ... Yield: 92.5%. The product is C(C)C(CC1(CCCCC1)C(=O)Cl)CC (1-(2-ethyl-butyl)-cyclohexanecarbonyl chloride). The solvent is CCCCCCC (heptane). Reported procedure: A mixture of 6.0 kg (28.3 mol) 1-(2-ethyl-butyl)-cyclohexanecarboxylic acid and 20.6 mL tributylamine (0.085 mmol) in 10 L heptane was warmed to 50° C. 2.5 L (34.5 mol) of thionyl chloride was added during 40 minutes at a temperature of 40-50° C. (reaction is endothermic, vigorous gas evolution) and the reaction mixture was kept at 53-55° C. An IPC-control after 60 minutes indicated complete conversion (0.04% 1-(2-ethyl-butyl)-cyclohexanecarboxylic acid and no 1-(2-ethyl-butyl)-cyclohexanecarbox... The reactants are C(C)C(CC1(CCCCC1)C(=O)O)CC (1-(2-ethyl-butyl)-cyclohexanecarboxylic acid), C(C)C(CC1(CCCCC1)C(=O)OC(=O)C1(CCCCC1)CC(CC)CC)CC (1-(2-ethyl-butyl)-cyclohexanecarboxylic acid anhydride), C(C)C(CC1(CCCCC1)C(=O)O)CC (1-(2-ethyl-butyl)-cyclohexanecarboxylic acid), C(CCC)N(CCCC)CCCC (tributylamine), S(=O)(Cl)Cl (thionyl chloride). RXN SMILES: [CH2:1]([CH:3]([CH2:14][CH3:15])[CH2:4][C:5]1([C:11](O)=[O:12])[CH2:10][CH2:9][CH2:8][CH2:7][CH2:6]1)[CH3:2].C(N(CCCC)CCCC)CCC.S(Cl)([Cl:31])=O.C(C(CC)CC1(C(OC(C2(CC(CC)CC)CCCCC2)=O)=O)CCCCC1)C>CCCCCCC>[CH2:1]([CH:3]([CH2:14][CH3:15])[CH2:4][C:5]1([C:11]([Cl:31])=[O:12])[CH2:10][CH2:9][CH2:8][CH2:7][CH2:6]1)[CH3:2]. Run at temperature 50 celsius, time 60 minute. Starting materials: C(OC)([O-])=O.[Mg+2].COC([O-])=O (magnesium methyl carbonate), CC(=O)C=1OC(=CC1)OCCCCCCCCCCCCCC (5-(tetradecyloxy)-2-furyl methyl ketone). The solvent is CN(C=O)C (dimethyl formamide). Reaction conditions: temperature 120 celsius, time 0.5 hour. The product is C(CCCCCCCCCCCCC)OC1=CC=C(O1)C(=O)CC(=O)O (2-[5-(tetradecyloxy)-2-furoyl]acetic acid). As a reaction SMILES: [C:1](=O)([O-:4])[O:2]C.[Mg+2].COC(=O)[O-].[CH3:12][C:13]([C:15]1[O:16][C:17]([O:20][CH2:21][CH2:22][CH2:23][CH2:24][CH2:25][CH2:26][CH2:27][CH2:28][CH2:29][CH2:30][CH2:31][CH2:32][CH2:33][CH3:34])=[CH:18][CH:19]=1)=[O:14]>CN(C)C=O>[CH2:21]([O:20][C:17]1[O:16][C:15]([C:13]([CH2:12][C:1]([OH:4])=[O:2])=[O:14])=[CH:19][CH:18]=1)[CH2:22][CH2:23][CH2:24][CH2:25][CH2:26][CH2:27][CH2:28][CH2:29][CH2:30][CH2:31][CH2:32][CH2:33][CH3:34] |f:0.1.2|. Procedure details: A mixture of magnesium methyl carbonate in dimethyl formamide (300 g of a 2.0 mM/g solution) is heated in a 120° C oil bath with stirring under carbon dioxide flushing for 1/2 hour. To this mixture is added 32.3 g (0.100 mole) of 5-(tetradecyloxy)-2-furyl methyl ketone, and the oil bath temperature is raised to 130° C to 150° C. Dry nitrogen is flushed through the mixture for 5 hours. The mixture is allowed to cool to room temperature under carbon dioxide flushing after which it is poured slowly...